Dataset: the Open Reaction Database (ORD), a public repository of structured organic reaction records. Task: describe an organic reaction: reactants, conditions, products, and yield Starting materials: CC=1N=C(C=2N(C1)C=C(N2)C[C@H]2NCCCC2)C (6,8-dimethyl-2-[(2S)-2-piperidinylmethyl]imidazo[1,2-a]pyrazine), BrCC(C[C@H]1N(CCCC1)C(=O)OC(C)(C)C)=O (1,1-dimethylethyl(2S)-2-(3-bromo-2-oxopropyl)-1-piperidinecarboxylate), CC=1C(=NC=C(N1)C)N (3,5-dimethyl-2-pyrazinamine), CC=1N=C(C=2N(C1)C=C(N2)C[C@H]2NCCCC2)C (6,8-dimethyl-2-[(2S)-2-piperidinylmethyl]imidazo[1,2-a]pyrazine), TEA, CC=1SC(=C(N1)C(=O)O)C1=CC=CC=C1 (2-methyl-5-phenyl-1,3-thiazole-4-carboxylic acid), C(C(=O)Cl)(=O)Cl (Oxalyl chloride). Run in C(Cl)Cl (DCM), CN(C)C=O (DMF), C(Cl)Cl (DCM), CN(C)C=O (DMF). Reaction conditions: temperature 150 celsius, time 30 minute. Yields the product CC=1N=C(C=2N(C1)C=C(N2)C[C@H]2N(CCCC2)C(=O)C=2N=C(SC2C2=CC=CC=C2)C)C (6,8-dimethyl-2-({(2S)-1-[(2-methyl-5-phenyl-1,3-thiazol-4-yl)carbonyl]-2-piperidinyl}methyl)imidazo[1,2-a]pyrazine), BrCC(C[C@H]1N(CCCC1)C(=O)OC(C)(C)C)=O (1,1-dimethylethyl(2S)-2-(3-bromo-2-oxopropyl)-1-piperidinecarboxylate). Reaction SMILES: [Br:1][CH2:2][C:3](=[O:18])[CH2:4][C@@H:5]1[CH2:10][CH2:9][CH2:8][CH2:7][N:6]1[C:11]([O:13][C:14]([CH3:17])([CH3:16])[CH3:15])=[O:12].CC1C(N)=NC=C(C)N=1.[CH3:28][C:29]1[N:30]=[C:31]([CH3:45])[C:32]2[N:33]([CH:35]=[C:36]([CH2:38][C@@H:39]3[CH2:44][CH2:43][CH2:42][CH2:41][NH:40]3)[N:37]=2)[CH:34]=1.[CH3:46][C:47]1[S:48][C:49]([C:55]2[CH:60]=[CH:59][CH:58]=[CH:57][CH:56]=2)=[C:50]([C:52](O)=[O:53])[N:51]=1.C(Cl)(=O)C(Cl)=O>CN(C=O)C.C(Cl)Cl>[CH3:28][C:29]1[N:30]=[C:31]([CH3:45])[C:32]2[N:33]([CH:35]=[C:36]([CH2:38][C@@H:39]3[CH2:44][CH2:43][CH2:42][CH2:41][N:40]3[C:52]([C:50]3[N:51]=[C:47]([CH3:46])[S:48][C:49]=3[C:55]3[CH:56]=[CH:57][CH:58]=[CH:59][CH:60]=3)=[O:53])[N:37]=2)[CH:34]=1.[Br:1][CH2:2][C:3](=[O:18])[CH2:4][C@@H:5]1[CH2:10][CH2:9][CH2:8][CH2:7][N:6]1[C:11]([O:13][C:14]([CH3:16])([CH3:15])[CH3:17])=[O:12]. Reported procedure: To a solution of 1,1-dimethylethyl(2S)-2-(3-bromo-2-oxopropyl)-1-piperidinecarboxylate D2 (0.140 g, 0.44 mmol) in DMF (2 ml) was added 3,5-dimethyl-2-pyrazinamine (0.054 g, 0.44 mmol) and the mixture was stirred at 150° C. for 30 min. The reaction mixture was charged into a SCX column and was eluted with methanol and ammonia 2 M in methanol. Collected fractions gave 0.115 g of a crude containing the desired 6,8-dimethyl-2-[(2S)-2-piperidinylmethyl]imidazo[1,2-a]pyrazine. UPLC: rt=0.34, peak obse... Reactants: BrC1=CC(=CC=2N=C(SC21)NC(=O)NCC)C=2C=NC(=NC2)N2CCC(CC2)(C(=O)OCC)C (Ethyl 1-(5-(7-bromo-2-(3-ethylureido)benzo[d]thiazol-5-yl)pyrimidin-2-yl)-4-methylpiperidine-4-carboxylate), trans-(1R,2R)—N,N′-bismethyl-1,2-cyclohexane, [N-]=[N+]=[N-].[Na+] (sodium azide). The reagents and catalysts are [Cu]I (CuI), O=C1C(O)=C([O-])[C@H](O1)[C@@H](O)CO.[Na+] (sodium ascorbate). The solvent is CS(=O)C.O (DMSO water). Conditions: temperature 110 celsius. Yields the product NC1=CC(=CC=2N=C(SC21)NC(=O)NCC)C=2C=NC(=NC2)N2CCC(CC2)(C(=O)OCC)C (Ethyl 1-(5-(7-amino-2-(3-ethylureido)benzo[d]thiazol-5-yl)pyrimidin-2-yl)-4-methylpiperidine-4-carboxylate). Isolated yield 92.3%. RXN SMILES: Br[C:2]1[C:10]2[S:9][C:8]([NH:11][C:12]([NH:14][CH2:15][CH3:16])=[O:13])=[N:7][C:6]=2[CH:5]=[C:4]([C:17]2[CH:18]=[N:19][C:20]([N:23]3[CH2:28][CH2:27][C:26]([CH3:34])([C:29]([O:31][CH2:32][CH3:33])=[O:30])[CH2:25][CH2:24]3)=[N:21][CH:22]=2)[CH:3]=1.[N-:35]=[N+]=[N-].[Na+]>CS(C)=O.O.[Cu]I.O=C1O[C@H]([C@H](CO)O)C([O-])=C1O.[Na+]>[NH2:35][C:2]1[C:10]2[S:9][C:8]([NH:11][C:12]([NH:14][CH2:15][CH3:16])=[O:13])=[N:7][C:6]=2[CH:5]=[C:4]([C:17]2[CH:18]=[N:19][C:20]([N:23]3[CH2:28][CH2:27][C:26]([CH3:34])([C:29]([O:31][CH2:32][CH3:33])=[O:30])[CH2:25][CH2:24]3)=[N:21][CH:22]=2)[CH:3]=1 |f:1.2,3.4,6.7|. Procedure details: Ethyl 1-(5-(7-bromo-2-(3-ethylureido)benzo[d]thiazol-5-yl)pyrimidin-2-yl)-4-methylpiperidine-4-carboxylate (306 mg, 0.56 mmol), trans-(1R,2R)—N,N′-bismethyl-1,2-cyclohexane (24 mg, 0.17 mmol), sodium azide (73 mg, 1.12 mmol) and sodium ascorbate (6 mg, 0.028 mmol) were stirred in DMSO-water 1:1 (3 ml) which had been degassed with N2. CuI (1.1 mg, 0.0056 mmol) was added and the tube purged with N2, sealed and heated to 110° C. for 2 h. The mixture turned black and evolution of gas was observed. L... The reactants are COC(=O)C1CC(OC)C(O[N+](=O)[O-])C1, COC(=O)C1CC(OC)C(O[N+](=O)[O-])C1. Yields the product COC1CC(C(=O)O)CC1O[N+](=O)[O-]. Reaction SMILES: [CH3:16][O:17][CH:18]1[CH:19]([O:20][N+:21]([O-:22])=[O:23])[CH2:24][CH:25]([C:26]([O:27][CH3:28])=[O:29])[CH2:30]1.[CH3:1][O:2][CH:3]1[CH2:4][CH:5]([C:12](=[O:13])[O:14][CH3:15])[CH2:6][CH:7]1[O:8][N+:9](=[O:10])[O-:11]>>[CH3:1][O:2][CH:3]1[CH2:4][CH:5]([C:12](=[O:13])[OH:14])[CH2:6][CH:7]1[O:8][N+:9](=[O:10])[O-:11]. Starting materials: NC1=CC(=C(C=C1)O)F (4-amino-2-fluorophenol), CC(C)([O-])C.[K+] (potassium tert-butoxide), C(C)(C)(C)OC(N(CCOC)CC=1C=NC(=CC1)C1=CC2=NC=CC(=C2S1)Cl)=O (tert-Butyl(6-(7-chlorothieno[3,2-b]pyridin-2-yl)pyridin-3-yl)methyl(2-methoxyethyl)carbamate). The solvent is O (water), CS(=O)C (DMSO). Run at temperature 100 celsius, time 30 minute. Product: C(C)(C)(C)OC(N(CCOC)CC=1C=NC(=CC1)C1=CC2=NC=CC(=C2S1)OC1=C(C=C(C=C1)N)F)=O (tert-Butyl(6-(7-(4-amino-2-fluorophenoxy)thieno[3,2-b]pyridin-2-yl)pyridin-3-yl)methyl(2-methoxyethyl)carbamate). Isolated yield 57.6%. RXN SMILES: [NH2:1][C:2]1[CH:7]=[CH:6][C:5]([OH:8])=[C:4]([F:9])[CH:3]=1.CC(C)([O-])C.[K+].[C:16]([O:20][C:21](=[O:44])[N:22]([CH2:27][C:28]1[CH:29]=[N:30][C:31]([C:34]2[S:42][C:41]3[C:36](=[N:37][CH:38]=[CH:39][C:40]=3Cl)[CH:35]=2)=[CH:32][CH:33]=1)[CH2:23][CH2:24][O:25][CH3:26])([CH3:19])([CH3:18])[CH3:17]>CS(C)=O.O>[C:16]([O:20][C:21](=[O:44])[N:22]([CH2:27][C:28]1[CH:29]=[N:30][C:31]([C:34]2[S:42][C:41]3[C:36](=[N:37][CH:38]=[CH:39][C:40]=3[O:8][C:5]3[CH:6]=[CH:7][C:2]([NH2:1])=[CH:3][C:4]=3[F:9])[CH:35]=2)=[CH:32][CH:33]=1)[CH2:23][CH2:24][O:25][CH3:26])([CH3:19])([CH3:17])[CH3:18] |f:1.2|. Procedure details: To a solution of 4-amino-2-fluorophenol (1.933 g, 15.21 mmol) in DMSO (30 mL) was added potassium tert-butoxide (2.017 g, 17.97 mmol). After 30 min, chloride 145 (6 g, 13.83 mmol) was added and the reaction mixture was heated at 100° C. for 45 min. The mixture was cooled down then poured in water (250 mL) at 40-45° C. and stirred for 30 min. The precipitate was collected by filtration, washed with water (2×30 mL) and dried overnight. The crude solid was triturated with Et2O (50 mL) for 1 h, to a... Starting materials: C1=CC=CC2=C1CCCCC2=O (6,7,8,9-tetrahydro-5H-benzo[7]annulen-5-one), COC(N(C)C)OC (1,1-dimethoxy-N,N-dimethylmethanamine). Product: CN(C)\C=C/1\C(C2=C(CCC1)C=CC=C2)=O ((E)-6-((dimethylamino)methylene)-6,7,8,9-tetrahydro-5H-benzo[7]annulen-5-one). The yield is 82.0%. RXN SMILES: [CH:1]1[C:6]2[CH2:7][CH2:8][CH2:9][CH2:10][C:11](=[O:12])[C:5]=2[CH:4]=[CH:3][CH:2]=1.CO[CH:15](OC)[N:16]([CH3:18])[CH3:17]>>[CH3:15][N:16](/[CH:18]=[C:10]1/[C:11](=[O:12])[C:5]2[CH:4]=[CH:3][CH:2]=[CH:1][C:6]=2[CH2:7][CH2:8][CH2:9]/1)[CH3:17]. Procedure details: A solution of 6,7,8,9-tetrahydro-5H-benzo[7]annulen-5-one (1.0 g, 6.24 mmol) in 1,1-dimethoxy-N,N-dimethylmethanamine (2.5 mL) was heated at 100° C. for 24 hours. On completion of the reaction, the solvent was removed under reduced pressure. The oily residue was triturated with n-hexane (2×50 mL) to give the desired pure product, (E)-6-((dimethylamino)methylene)-6,7,8,9-tetrahydro-5H-benzo[7]annulen-5-one (1.1 g, 82%) as a brown solid. 1H NMR (CDCl3, 400 MHz): δ 7.75 (s, 1H), 7.62 (d, J=6.2 Hz, ... Reactants: FC1(CC(CCC1)(O)CNC(=O)C=1C=2C=CC(=NC2C=CC1Cl)Cl)F (2,6-dichloro-quinoline-5-carboxylic acid (3,3-difluoro-1-hydroxycyclohexylmethyl)-amide), CCN(C(C)C)C(C)C (DIPEA), F[C@@H]1CNCC1 ((S)-3-fluoropyrrolidine). Product: FC1(CC(CCC1)(O)CNC(=O)C=1C=2C=CC(=NC2C=CC1Cl)N1C[C@H](CC1)F)F (6-Chloro-2-((S)-3-fluoropyrrolidin-1-yl)-quinoline-5-carboxylic acid (3,3-difluoro-1-hydroxycyclohexylmethyl)-amide). As a reaction SMILES: [F:1][C:2]1([F:25])[CH2:7][CH2:6][CH2:5][C:4]([CH2:9][NH:10][C:11]([C:13]2[C:14]3[CH:15]=[CH:16][C:17](Cl)=[N:18][C:19]=3[CH:20]=[CH:21][C:22]=2[Cl:23])=[O:12])([OH:8])[CH2:3]1.CCN(C(C)C)C(C)C.[F:35][C@H:36]1[CH2:40][CH2:39][NH:38][CH2:37]1>>[F:1][C:2]1([F:25])[CH2:7][CH2:6][CH2:5][C:4]([CH2:9][NH:10][C:11]([C:13]2[C:14]3[CH:15]=[CH:16][C:17]([N:38]4[CH2:39][CH2:40][C@H:36]([F:35])[CH2:37]4)=[N:18][C:19]=3[CH:20]=[CH:21][C:22]=2[Cl:23])=[O:12])([OH:8])[CH2:3]1. Reported procedure: The title compound was synthesized according to the procedure described in example 1 using 2,6-dichloro-quinoline-5-carboxylic acid (3,3-difluoro-1-hydroxycyclohexylmethyl)-amide, DIPEA and (S)-3-fluoropyrrolidine. 1H NMR (400 MHz, DMSO-d6) δ ppm 8.75 (1H), 7.85 (m, 1H), 7.58 (2H), 7.05 (1H), 5.43-5.56 (1H), 4.56 (s, 1H), 3.89 (m, 2H), 3.70 (m, 1H), 3.55 (m, 1H), 3.26 (m, 2H), 2.44 (m, 2H), 2.06 (m, 2H), 1.85 (m, 2H), 1.74-1.76 (m, 5H), 1.27-1.32 (m, 2H). m/z: 442 [M+H] The reactants are CCOC(=O)N=NC(=O)OCC, C1CCOC1, CC(C)(C)OC(=O)N1CCC(O)CC1, c1ccc(P(c2ccccc2)c2ccccc2)cc1, CCOC(=O)c1c[nH]nn1. Yields the product CCOC(=O)c1cnn(C2CCN(C(=O)OC(C)(C)C)CC2)n1. As a reaction SMILES: [O:34]=[C:35]([O:36][CH2:37][CH3:38])[N:39]=[N:40][C:41]([O:42][CH2:43][CH3:44])=[O:45].[O:56]1[CH2:57][CH2:58][CH2:59][CH2:60]1.[OH:1][CH:2]1[CH2:3][CH2:4][N:5]([C:8](=[O:9])[O:10][C:11]([CH3:12])([CH3:13])[CH3:14])[CH2:6][CH2:7]1.[c:15]1([P:16]([c:17]2[cH:18][cH:19][cH:20][cH:21][cH:22]2)[c:23]2[cH:24][cH:25][cH:26][cH:27][cH:28]2)[cH:29][cH:30][cH:31][cH:32][cH:33]1.[nH:46]1[n:47][n:48][c:49]([C:51](=[O:52])[O:53][CH2:54][CH3:55])[cH:50]1>>[CH:2]1([n:47]2[n:46][cH:50][c:49]([C:51](=[O:52])[O:53][CH2:54][CH3:55])[n:48]2)[CH2:3][CH2:4][N:5]([C:8](=[O:9])[O:10][C:11]([CH3:12])([CH3:13])[CH3:14])[CH2:6][CH2:7]1. Reactants: C#Cc1cnc2ccc(OC(SC)C(=O)NC(C)(C=O)C(O[SiH2]C(C)(C)C)(c3ccccc3)c3ccccc3)cc2c1, O=C([O-])[O-], CC(C)C(=O)C(=[N+]=[N-])P(=O)([O-])[O-], CCOC(C)=O, CO, [K+], [K+]. The product is C#Cc1cnc2ccc(OC(SC)C(=O)NC(C)(C#C)C(O[SiH2]C(C)(C)C)(c3ccccc3)c3ccccc3)cc2c1. RXN SMILES: [C:13]([CH3:14])([CH3:15])([CH3:16])[SiH2:17][O:18][C:19]([C:20]([CH:21]=[O:22])([CH3:23])[NH:24][C:25]([CH:26]([S:27][CH3:28])[O:29][c:30]1[cH:31][c:32]2[cH:33][c:34]([C:40]#[CH:41])[cH:35][n:36][c:37]2[cH:38][cH:39]1)=[O:42])([c:43]1[cH:44][cH:45][cH:46][cH:47][cH:48]1)[c:49]1[cH:50][cH:51][cH:52][cH:53][cH:54]1.[C:55](=[O:56])([O-:57])[O-:58].[CH3:1][CH:2]([CH3:3])[C:4](=[O:5])[C:6]([P:7](=[O:8])([O-:9])[O-:10])=[N+:11]=[N-:12].[CH3:61][CH2:62][O:63][C:64](=[O:65])[CH3:66].[CH3:67][OH:68].[K+:59].[K+:60]>>[CH:1]#[C:21][C:20]([C:19]([O:18][SiH2:17][C:13]([CH3:14])([CH3:15])[CH3:16])([c:43]1[cH:44][cH:45][cH:46][cH:47][cH:48]1)[c:49]1[cH:50][cH:51][cH:52][cH:53][cH:54]1)([CH3:23])[NH:24][C:25]([CH:26]([S:27][CH3:28])[O:29][c:30]1[cH:31][c:32]2[cH:33][c:34]([C:40]#[CH:41])[cH:35][n:36][c:37]2[cH:38][cH:39]1)=[O:42]. Starting materials: CCCCC(CC)CN, Cc1nc(Cl)c2nc(-c3ccccc3)cc-2[nH]1, [K+], [K+], O=C([O-])[O-], O. Yields the product CCCCC(CC)CNc1nc(C)[nH]c2cc(-c3ccccc3)nc1-2. RXN SMILES: [CH2:18]([CH3:19])[CH:20]([CH2:21][NH2:22])[CH2:23][CH2:24][CH2:25][CH3:26].[Cl:1][c:2]1[c:3]2[n:11][c:10](-[c:12]3[cH:13][cH:14][cH:15][cH:16][cH:17]3)[cH:9][c:4]-2[nH:5][c:6]([CH3:8])[n:7]1.[K+:27].[K+:28].[O-:29][C:30]([O-:31])=[O:32].[OH2:33]>>[c:2]1([NH:22][CH2:21][CH:20]([CH2:18][CH3:19])[CH2:23][CH2:24][CH2:25][CH3:26])[c:3]2[n:11][c:10](-[c:12]3[cH:13][cH:14][cH:15][cH:16][cH:17]3)[cH:9][c:4]-2[nH:5][c:6]([CH3:8])[n:7]1. Starting materials: C([O-])(O)=O.[Na+] (sodium bicarbonate), CC1=CC2=C(NC(CC(=N2)C2=CC=C(C=C2)N2C(=NC=3C=NC=CC32)C)=S)C=C1C (2,3-dihydro-7,8-dimethyl-4-[4-(2-methylimidazo[4,5-c]pyrid-1-yl)phenyl]-1H-[1,5]benzodiazepin-2-thione), COC(CN)OC (aminoacetaldehyde dimethyl acetal), C1(=CC=C(C=C1)S(=O)(=O)O)C (p-toluenesulphonic acid). The solvent is C(CCC)O (n-butanol), S(O)(O)(=O)=O (sulphuric acid). Run at temperature 100 celsius. Yields the product CC=1C(=CC2=C(NC(=CC=3N2C=CN3)C3=CC=C(C=C3)N3C(=NC=2C=NC=CC23)C)C1)C (8,9-Dimethyl-5-[4-(2-methylimidazo[4,5-c]pyrid-1-yl)phenyl]-6H-imidazo[1,2-a][1,5]benzodiazepine). RXN SMILES: [CH3:1][C:2]1[C:29]([CH3:30])=[CH:28][C:5]2[NH:6][C:7](=S)[CH2:8][C:9]([C:11]3[CH:16]=[CH:15][C:14]([N:17]4[C:25]5[CH:24]=[CH:23][N:22]=[CH:21][C:20]=5[N:19]=[C:18]4[CH3:26])=[CH:13][CH:12]=3)=[N:10][C:4]=2[CH:3]=1.CO[CH:33](OC)[CH2:34][NH2:35].C1(C)C=CC(S(O)(=O)=O)=CC=1.C(=O)(O)[O-].[Na+]>C(O)CCC.S(=O)(=O)(O)O>[CH3:1][C:2]1[C:29]([CH3:30])=[CH:28][C:5]2[N:6]3[CH:33]=[CH:34][N:35]=[C:7]3[CH:8]=[C:9]([C:11]3[CH:16]=[CH:15][C:14]([N:17]4[C:25]5[CH:24]=[CH:23][N:22]=[CH:21][C:20]=5[N:19]=[C:18]4[CH3:26])=[CH:13][CH:12]=3)[NH:10][C:4]=2[CH:3]=1 |f:3.4|. Reported procedure: A mixture of 2,3-dihydro-7,8-dimethyl-4-[4-(2-methylimidazo[4,5-c]pyrid-1-yl)phenyl]-1H-[1,5]benzodiazepin-2-thione (575 mg. 1.4 mmol), aminoacetaldehyde dimethyl acetal (294 mg, 2.8 mmol), and p-toluenesulphonic acid (14 mg) in n-butanol (7 ml) was heated at reflux for 8 hours under nitrogen. The solvent was removed under reduced pressure, and the residue was purified by flash chromatography (eluting with ethyl acetate/methanol=6:1). The intermediate thus obtained was dissolved in concentrated ...